Dataset: the Open Reaction Database (ORD), a public repository of structured organic reaction records. Task: describe an organic reaction: reactants, conditions, products, and yield The reactants are CC(=O)O, O=[Mn]=O, Cc1cc(CO)cc(C)c1CCC(=O)O. Yields the product Cc1cc(C=O)cc(C)c1CCC(=O)O. RXN SMILES: [CH3:16][C:17](=[O:18])[OH:19].[O:20]=[Mn:21]=[O:22].[OH:1][CH2:2][c:3]1[cH:4][c:5]([CH3:15])[c:6]([CH2:10][CH2:11][C:12](=[O:13])[OH:14])[c:7]([CH3:9])[cH:8]1>>[O:1]=[CH:2][c:3]1[cH:4][c:5]([CH3:15])[c:6]([CH2:10][CH2:11][C:12](=[O:13])[OH:14])[c:7]([CH3:9])[cH:8]1. Reactants: CC(C)=O, CCCC1N=C(C(C)C)OC1C(=O)NC1CC1, Cl. Product: CCCC(N)C(O)C(=O)NC1CC1, Cl. As a reaction SMILES: [CH3:19][C:20](=[O:21])[CH3:22].[CH:1]1([NH:4][C:5](=[O:6])[CH:7]2[CH:8]([CH2:15][CH2:16][CH3:17])[N:9]=[C:10]([CH:12]([CH3:13])[CH3:14])[O:11]2)[CH2:2][CH2:3]1.[ClH:18]>>[CH:1]1([NH:4][C:5](=[O:6])[CH:7]([CH:8]([NH2:9])[CH2:15][CH2:16][CH3:17])[OH:11])[CH2:2][CH2:3]1.[ClH:18]. Reactants: CCCC(=O)Nc1nn(COCC[Si](C)(C)C)c2cc(-c3ccc(C#N)cc3)ccc12, CCCC[N+](CCCC)(CCCC)CCCC, CCOC(C)=O, [F-], C1CCOC1. Yields the product CCCC(=O)Nc1n[nH]c2cc(-c3ccc(C#N)cc3)ccc12. RXN SMILES: [C:19](#[N:20])[c:21]1[cH:22][cH:23][c:24](-[c:27]2[cH:28][cH:29][c:30]3[c:31]([NH:44][C:45]([CH2:46][CH2:47][CH3:48])=[O:49])[n:32][n:33]([CH2:36][O:37][CH2:38][CH2:39][Si:40]([CH3:41])([CH3:42])[CH3:43])[c:34]3[cH:35]2)[cH:25][cH:26]1.[CH3:2][CH2:3][CH2:4][CH2:5][N+:6]([CH2:7][CH2:8][CH2:9][CH3:10])([CH2:11][CH2:12][CH2:13][CH3:14])[CH2:15][CH2:16][CH2:17][CH3:18].[CH3:55][CH2:56][O:57][C:58](=[O:59])[CH3:60].[F-:1].[O:50]1[CH2:51][CH2:52][CH2:53][CH2:54]1>>[C:19](#[N:20])[c:21]1[cH:22][cH:23][c:24](-[c:27]2[cH:28][cH:29][c:30]3[c:31]([NH:44][C:45]([CH2:46][CH2:47][CH3:48])=[O:49])[n:32][nH:33][c:34]3[cH:35]2)[cH:25][cH:26]1. Starting materials: ice water, 1,8-diazobicyclo(5,4,0)-7-undecene, C(C)OC(=O)C=1N=CN(C1S(=O)(=O)N)C=1SC=NN1 (4-ethoxycarbonyl-1-(1,3,4-thiadiazol-2-yl)imidazole-5-sulfonamide), COC1=NC(=NC(=C1)OC)N(C([O-])=O)C1=CC=CC=C1 (N-(4,6-dimethoxypyrimidine-2-yl)phenylcarbamate). Solvent: C(C)#N (acetonitrile). Run at time 20 minute. Yields the product COC1=NC(=NC(=C1)OC)NC(=O)NS(=O)(=O)C1=C(N=CN1C=1SC=NN1)C(=O)OCC (N-[(4,6-dimethoxypyrimidin-2-yl)aminocarbonyl]-4-ethoxycarbonyl-1-(1,3,4-thiadiazol-2-yl)imidazole-5-sulfonamide). The yield is 62.6%. As a reaction SMILES: [CH2:1]([O:3][C:4]([C:6]1[N:7]=[CH:8][N:9]([C:15]2[S:16][CH:17]=[N:18][N:19]=2)[C:10]=1[S:11]([NH2:14])(=[O:13])=[O:12])=[O:5])[CH3:2].[CH3:20][O:21][C:22]1[CH:27]=[C:26]([O:28][CH3:29])[N:25]=[C:24]([N:30](C2C=CC=CC=2)[C:31](=O)[O-:32])[N:23]=1>C(#N)C>[CH3:29][O:28][C:26]1[CH:27]=[C:22]([O:21][CH3:20])[N:23]=[C:24]([NH:30][C:31]([NH:14][S:11]([C:10]2[N:9]([C:15]3[S:16][CH:17]=[N:18][N:19]=3)[CH:8]=[N:7][C:6]=2[C:4]([O:3][CH2:1][CH3:2])=[O:5])(=[O:13])=[O:12])=[O:32])[N:25]=1. Procedure details: 0.23 g of 1,8-diazobicyclo(5,4,0)-7-undecene was added dropwise to a mixture of 0.45 g of 4-ethoxycarbonyl-1-(1,3,4-thiadiazol-2-yl)imidazole-5-sulfonamide, 0.41 g of N-(4,6-dimethoxypyrimidine-2-yl)phenylcarbamate and 5 ml of acetonitrile. After stirring the reaction mixture at room temperature for 20 minutes, 20 ml of ice water was added thereto and the mixture was filtered. The filtrate was made acidic with use of conc. hydrochloric acid, and resulting precipitated crystals were collected by ... Reactants: C(C(C)(C)C)(=O)CC(=O)OCC (ethyl pivaloylacetate), aqueous solution, C(C)O (ethanol), Cl (hydrochloric acid), Cl.NO (hydroxylamine hydrochloride), C(C)O (ethanol), aqueous solution, C(C)O (ethanol). Solvent: [OH-].[Na+] (sodium hydroxide), aqueous solution, [OH-].[Na+] (sodium hydroxide), [OH-].[Na+] (sodium hydroxide). Reaction conditions: time 2 hour. Yields the product C(C)(C)(C)C1=CC(=NO1)O (5-t-butyl-3-hydroxyisoxazole). Reaction SMILES: Cl.[NH2:2]O.C(O)C.[C:7]([CH2:13][C:14]([O:16]CC)=O)(=[O:12])[C:8]([CH3:11])([CH3:10])[CH3:9].Cl>[OH-].[Na+]>[C:8]([C:7]1[O:12][N:2]=[C:14]([OH:16])[CH:13]=1)([CH3:11])([CH3:10])[CH3:9] |f:0.1,5.6|. Procedure: 583.7 g of hydroxylamine hydrochloride was dissolved in 2 l of a 4N aqueous solution of sodium hydroxide. 2 l of ethanol was added to the solution under cooling with ice. A 1:1 mixture of a 4N aqueous solution of sodium hydroxide and ethanol was added to the solution so that the pH thereof was adjusted to 10.0. 1,380 g of ethyl pivaloylacetate and a 1:1 mixture of a 4N aqueous solution of sodium hydroxide and ethanol were simultaneously added dropwise to the solution in such a manner that the pH...